Dataset: the Open Reaction Database (ORD), a public repository of structured organic reaction records. Task: describe an organic reaction: reactants, conditions, products, and yield The reactants are N[C@@H]1CN(CC1)C1=NC=2C=CC(=C(C2C=C1)C(=O)NCC1(CCCCCC1)O)Cl (2-[(3S)-3-Aminopyrrolidin-1-yl]-6-chloro-N-[(1-hydroxycycloheptyl)methyl]-quinoline-5-carboxamide), O (water), CC(C)(C)[Si](OCC=O)(C)C ([[(1,1-dimethylethyl)-dimethylsilyl]-oxy]acetaldehyde), C(C)(=O)O[BH-](OC(C)=O)OC(C)=O.[Na+] (Sodium triacetoxyborohydride). Solvent: ClCCl (dichloromethane). Reaction conditions: time 5 minute. Yields the product [Si](C)(C)(C(C)(C)C)OCCN[C@@H]1CN(CC1)C1=NC=2C=CC(=C(C2C=C1)C(=O)NCC1(CCCCCC1)O)Cl (2-{(3S)-3-[(2-{[tert-Butyl(dimethyl)silyl]oxy}ethyl)amino]pyrrolidin-1-yl}-6-chloro-N-[(1-hydroxycycloheptyl)methyl]quinoline-5-carboxamide). As a reaction SMILES: [NH2:1][C@H:2]1[CH2:6][CH2:5][N:4]([C:7]2[CH:16]=[CH:15][C:14]3[C:13]([C:17]([NH:19][CH2:20][C:21]4([OH:28])[CH2:27][CH2:26][CH2:25][CH2:24][CH2:23][CH2:22]4)=[O:18])=[C:12]([Cl:29])[CH:11]=[CH:10][C:9]=3[N:8]=2)[CH2:3]1.[CH3:30][C:31]([Si:34]([CH3:40])([CH3:39])[O:35][CH2:36][CH:37]=O)([CH3:33])[CH3:32].C(O[BH-](OC(=O)C)OC(=O)C)(=O)C.[Na+].O>ClCCl>[Si:34]([O:35][CH2:36][CH2:37][NH:1][C@H:2]1[CH2:6][CH2:5][N:4]([C:7]2[CH:16]=[CH:15][C:14]3[C:13]([C:17]([NH:19][CH2:20][C:21]4([OH:28])[CH2:22][CH2:23][CH2:24][CH2:25][CH2:26][CH2:27]4)=[O:18])=[C:12]([Cl:29])[CH:11]=[CH:10][C:9]=3[N:8]=2)[CH2:3]1)([C:31]([CH3:33])([CH3:32])[CH3:30])([CH3:40])[CH3:39] |f:2.3|. Procedure details: 2-[(3S)-3-Aminopyrrolidin-1-yl]-6-chloro-N-[(1-hydroxycycloheptyl)methyl]-quinoline-5-carboxamide (17.6 g) was suspended in dichloromethane (300 ml) and molecular sieves (17.6 g) were added under a nitrogen atmosphere. [[(1,1-dimethylethyl)-dimethylsilyl]-oxy]acetaldehyde (7.2 ml) was added dropwise with stirring over 5 minutes and the mixture was stirred at room temperature for 6 hours. Sodium triacetoxyborohydride (17.9 g) was added in one portion and the mixture was stirred at room temperatur... Starting materials: COCC(CNCC(=O)OC)NC(=O)OCc1ccccc1, CO. The product is COCC1CNCC(=O)N1. Reaction SMILES: [CH3:1][O:2][C:3]([CH2:4][NH:5][CH2:6][CH:7]([CH2:8][O:9][CH3:10])[NH:11][C:12]([O:14][CH2:15][c:16]1[cH:17][cH:18][cH:19][cH:20][cH:21]1)=[O:22])=[O:13].[CH3:23][OH:24]>>[CH2:4]1[NH:5][CH2:6][CH:7]([CH2:8][O:9][CH3:10])[NH:11][C:12]1=[O:14]. Reactants: C1(=CC=CC=C1)NC1=NC=NC2=CC=C(C=C12)[N+](=O)[O-] (4-(phenylamino)-6-nitroquinazoline), C(C)(C)O (iso-propylalcohol), O.NN (hydrazine hydrate). The reagents and catalysts are [Ni] (Nickel). Solvent: C(C)O.O (ethanol water). The product is C1(=CC=CC=C1)NC1=NC=NC2=CC=C(C=C12)N (4-(phenylamino)-6-aminoquinazoline). RXN SMILES: [C:1]1([NH:7][C:8]2[C:17]3[C:12](=[CH:13][CH:14]=[C:15]([N+:18]([O-])=O)[CH:16]=3)[N:11]=[CH:10][N:9]=2)[CH:6]=[CH:5][CH:4]=[CH:3][CH:2]=1.C(O)(C)C.O.NN>C(O)C.O.[Ni]>[C:1]1([NH:7][C:8]2[C:17]3[C:12](=[CH:13][CH:14]=[C:15]([NH2:18])[CH:16]=3)[N:11]=[CH:10][N:9]=2)[CH:2]=[CH:3][CH:4]=[CH:5][CH:6]=1 |f:2.3,4.5|. Procedure: A solution of 4-(phenylamino)-6-nitroquinazoline in ethanol/water and a polar solvent such as iso-propylalcohol is reacted at reflux temperature with hydrazine hydrate and Raney®Nickel. The reaction mixture is filtered, evaporated and purified by silica gel chromatography, to give the product, 4-(phenylamino)-6-aminoquinazoline. The reactants are BrB(Br)Br, COC(=O)c1ccc2c(C3CCCCC3)c3n(c2c1)CCCN(C)c1ccccc1-3, ClCCl. The product is CN1CCCn2c(c(C3CCCCC3)c3ccc(C(=O)O)cc32)-c2ccccc21. As a reaction SMILES: [B:31]([Br:32])([Br:33])[Br:34].[CH:1]1([c:7]2[c:8]3[cH:9][cH:10][c:11]([C:27](=[O:28])[O:29][CH3:30])[cH:12][c:13]3[n:14]3[c:21]2-[c:20]2[c:19]([cH:25][cH:24][cH:23][cH:22]2)[N:18]([CH3:26])[CH2:17][CH2:16][CH2:15]3)[CH2:2][CH2:3][CH2:4][CH2:5][CH2:6]1.[Cl:35][CH2:36][Cl:37]>>[CH:1]1([c:7]2[c:8]3[cH:9][cH:10][c:11]([C:27](=[O:28])[OH:29])[cH:12][c:13]3[n:14]3[c:21]2-[c:20]2[c:19]([cH:25][cH:24][cH:23][cH:22]2)[N:18]([CH3:26])[CH2:17][CH2:16][CH2:15]3)[CH2:2][CH2:3][CH2:4][CH2:5][CH2:6]1.